This data is from the Open Reaction Database (ORD), a public repository of structured organic reaction records. The task is: describe an organic reaction: reactants, conditions, products, and yield Reactants: COC1=CC(=C(C=C1)NC=1C=CC(=NC1)CNC(=O)[C@]1(COCC1)NC(=O)C=1C=C(C=NC1)NC(OC(C)(C)C)=O)C(F)(F)F (tert-Butyl(S)-[5-(3-{[5-(4-methoxy-2-trifluoromethyl-phenylamino)-pyridin-2-ylmethyl]-carbamoyl}-tetrahydrofuran-3-ylcarbamoyl)-pyridin-3-yl]-carbamate), product, Cl (HCl). Solvent: O1CCOCC1 (dioxane). Yields the product NC=1C=NC=C(C(=O)N[C@@]2(COCC2)C(NCC2=NC=C(C=C2)NC2=C(C=C(C=C2)OC)C(F)(F)F)=O)C1 ((S)-5-amino-N-(3-{[5-(4-methoxy-2-trifluoromethyl-phenylamino)-pyridin-2-ylmethyl]-carbamoyl}-tetrahydrofuran-3-yl)-nicotinamide). RXN SMILES: [CH3:1][O:2][C:3]1[CH:8]=[CH:7][C:6]([NH:9][C:10]2[CH:11]=[CH:12][C:13]([CH2:16][NH:17][C:18]([C@:20]3([NH:25][C:26]([C:28]4[CH:29]=[C:30]([NH:34]C(=O)OC(C)(C)C)[CH:31]=[N:32][CH:33]=4)=[O:27])[CH2:24][CH2:23][O:22][CH2:21]3)=[O:19])=[N:14][CH:15]=2)=[C:5]([C:42]([F:45])([F:44])[F:43])[CH:4]=1.Cl>O1CCOCC1>[NH2:34][C:30]1[CH:31]=[N:32][CH:33]=[C:28]([CH:29]=1)[C:26]([NH:25][C@@:20]1([C:18](=[O:19])[NH:17][CH2:16][C:13]2[CH:12]=[CH:11][C:10]([NH:9][C:6]3[CH:7]=[CH:8][C:3]([O:2][CH3:1])=[CH:4][C:5]=3[C:42]([F:44])([F:45])[F:43])=[CH:15][N:14]=2)[CH2:24][CH2:23][O:22][CH2:21]1)=[O:27]. Procedure: tert-Butyl(S)-[5-(3-{[5-(4-methoxy-2-trifluoromethyl-phenylamino)-pyridin-2-ylmethyl]-carbamoyl}-tetrahydrofuran-3-ylcarbamoyl)-pyridin-3-yl]-carbamate (product from Example 5e, 1.2 mmol) was stirred with a 4N HCl solution in dioxane (20 mL) for two hours at ambient temperature. Then the mixture was evaporated to dryness, the residue was triturated with approx. 20 mL diethyl ether and suction filtered. Reactants: FC1=C(C=C(C(=C1)OC)OC)C(C1=NN(C(N1)=O)C1=C(C(=O)O)C=CC=C1)NC1=CC=C(C=C1)C1=NOC(=N1)C (2-(3-{(2-fluoro-4,5-dimethoxyphenyl)-[4-(5-methyl-[1,2,4]oxadiazol-3-yl)phenylamino]methyl}-5-oxo-4,5-dihydro-[1,2,4]triazol-1-yl)benzoic acid), COC(N=C(C(=NC1=CC=C(C=C1)C1=NOC(=N1)C)C1=C(C=C(C(=C1)OC)OC)F)SC)=O ([2-(2-fluoro-4,5-dimethoxyphenyl)-2-[4-(5-methyl-[1,2,4]oxadiazol-3-yl)phenylimino]-1-methylsulfanylethylidene]carbamic acid methyl ester), Cl.N(N)C1=C(C(=O)O)C=CC=C1 (2-hydrazinobenzoic acid hydrochloride), COC(N=C(C(=NC1=CC=C(C=C1)C1=NOC(=N1)C)C1=CC2=C(OCCCO2)C(=C1)OC)SC)=O ({2-(9-methoxy-3,4-dihydro-2H-benzo[b][1,4]dioxepin-7-yl)-2-[4-(5-methyl-[1,2,4]oxadiazol-3-yl)phenylimino]-1-methylsulfanylethylidene}carbamic acid methyl ester), Cl.Cl.C(C)OC(=O)C=1C(=NNC1)NN (3-hydrazino-1H-pyrazole-4-carboxylic acid ethyl ester bishydrochloride). Product: C(C)OC(=O)C=1C=NNC1N1N=C(NC1=O)C(NC1=CC=C(C=C1)C1=NOC(=N1)C)C1=C(C2=C(OCCCO2)C(=C1)OC)F (5-(3-{(6-Fluoro-9-methoxy-3,4-dihydro-2H-benzo[b][1,4]dioxepin-7-yl)-[4-(5-methyl[1,2,4]oxadiazol-3-yl)phenylamino]methyl}-5-oxo-4,5-dihydro-[1,2,4]triazol-1-yl)-1H-pyrazole-4-carboxylic acid ethyl ester). As a reaction SMILES: [F:1]C1C=C(OC)C(OC)=CC=1C(NC1C=CC(C2N=C(C)ON=2)=CC=1)C1NC(=O)N(C2C=CC=CC=2C(O)=O)N=1.CO[C:43](=[O:75])[N:44]=[C:45](SC)[C:46]([C:60]1[CH:70]=[C:69]([O:71][CH3:72])[C:63]2[O:64][CH2:65][CH2:66][CH2:67][O:68][C:62]=2[CH:61]=1)=[N:47][C:48]1[CH:53]=[CH:52][C:51]([C:54]2[N:58]=[C:57]([CH3:59])[O:56][N:55]=2)=[CH:50][CH:49]=1.Cl.Cl.[CH2:78]([O:80][C:81]([C:83]1[C:84]([NH:88][NH2:89])=[N:85][NH:86][CH:87]=1)=[O:82])[CH3:79].COC(=O)N=C(SC)C(C1C=C(OC)C(OC)=CC=1F)=NC1C=CC(C2N=C(C)ON=2)=CC=1.Cl.N(C1C=CC=CC=1C(O)=O)N>>[CH2:78]([O:80][C:81]([C:83]1[CH:87]=[N:86][NH:85][C:84]=1[N:88]1[C:43](=[O:75])[NH:44][C:45]([CH:46]([C:60]2[CH:70]=[C:69]([O:71][CH3:72])[C:63]3[O:64][CH2:65][CH2:66][CH2:67][O:68][C:62]=3[C:61]=2[F:1])[NH:47][C:48]2[CH:49]=[CH:50][C:51]([C:54]3[N:58]=[C:57]([CH3:59])[O:56][N:55]=3)=[CH:52][CH:53]=2)=[N:89]1)=[O:82])[CH3:79] |f:2.3.4,6.7|. Reported procedure: The same procedure was carried out as in Examples (1e) to (1f), except that {2-(9-methoxy-3,4-dihydro-2H-benzo[b][1,4]dioxepin-7-yl)-2-[4-(5-methyl-[1,2,4]oxadiazol-3-yl)phenylimino]-1-methylsulfanylethylidene}carbamic acid methyl ester (Example (30c)) and 3-hydrazino-1H-pyrazole-4-carboxylic acid ethyl ester bishydrochloride (Example (157b)) were used instead of respectively the [2-(2-fluoro-4,5-dimethoxyphenyl)-2-[4-(5-methyl-[1,2,4]oxadiazol-3-yl)phenylimino]-1-methylsulfanylethylidene]carbam... The reactants are NC1=C(C(=O)N)C(=CC(=C1)OC)OC (2-amino-4,6-dimethoxy-benzamide), OCCCCOC1=C(C=C(C=O)C=C1C)C (4-(4-hydroxybutoxy)-3,5-dimethyl benzaldehyde), OS(=O)[O-].[Na+] (NaHSO3), CC=1C=CC(=CC1)S(=O)(=O)O (p-TSA). Solvent: CN(C(C)=O)C (N,N-dimethyl acetamide). Reaction conditions: temperature 115 celsius, time 1 hour. The product is OCCCCOC1=C(C=C(C=C1C)C1=NC2=CC(=CC(=C2C(N1)=O)OC)OC)C (2-[4-(4-hydroxy-butoxy)-3,5-dimethyl-phenyl]-5,7-dimethoxy-3H-quinazolin-4-one). Reaction SMILES: [NH2:1][C:2]1[CH:10]=[C:9]([O:11][CH3:12])[CH:8]=[C:7]([O:13][CH3:14])[C:3]=1[C:4]([NH2:6])=[O:5].[OH:15][CH2:16][CH2:17][CH2:18][CH2:19][O:20][C:21]1[C:28]([CH3:29])=[CH:27][C:24]([CH:25]=O)=[CH:23][C:22]=1[CH3:30].OS([O-])=O.[Na+].CC1C=CC(S(O)(=O)=O)=CC=1>CN(C)C(=O)C>[OH:15][CH2:16][CH2:17][CH2:18][CH2:19][O:20][C:21]1[C:28]([CH3:29])=[CH:27][C:24]([C:25]2[NH:6][C:4](=[O:5])[C:3]3[C:2](=[CH:10][C:9]([O:11][CH3:12])=[CH:8][C:7]=3[O:13][CH3:14])[N:1]=2)=[CH:23][C:22]=1[CH3:30] |f:2.3|. Procedure details: To a solution of 2-amino-4,6-dimethoxy-benzamide (497 mg, 2.53 mmol) and 4-(4-hydroxybutoxy)-3,5-dimethyl benzaldehyde (660 mg, 2.53 mmol) in N,N-dimethyl acetamide (10 mL), NaHSO3 (58.5 wt %, 496 mg, 2.79 mmol) and p-TSA (96 mg, 0.50 mmol) were added and the reaction mixture was heated at 115° C. for 16 hours and then cooled to room temperature. The solvent was removed under reduced pressure. Water (100 mL) was added and stirred for 1 hour at room temperature. The solid separated was filtered a... Starting materials: C(C1=CC=CC=C1)N (Benzylamine), C([O-])([O-])=O.[Ca+2] (calcium carbonate), 4-bromonitrile. Yields the product C(C1=CC=CC=C1)NCCCC#N (4-(benzylamino)butanenitrile). Yield: 166.9%. Reaction SMILES: [CH2:1]([NH2:8])[C:2]1[CH:7]=[CH:6][CH:5]=[CH:4][CH:3]=1.C(=O)([O-])[O-].[Ca+2]>C(#N)C>[CH2:1]([NH:8][CH2:4][CH2:3][CH2:2][C:1]#[N:8])[C:2]1[CH:7]=[CH:6][CH:5]=[CH:4][CH:3]=1 |f:1.2|. Solvent: C(C)#N (acetonitrile). Run at time 10 minute. Procedure: Benzylamine (5.02 mL, 46 mmol) and calcium carbonate (23.65 g, 171.12 mmol) dissolved in anhydrous acetonitrile (115 mL) were stirred for 10 minutes at room temperature. After adding 4-bromonitrile (4.78 mL, 48.3 mmol), reaction was carried out at 100° C. for 2 days. A target compound (6.69 g, 38.395 mmol, 83.5%) was yielded as liquid by separating the reaction mixture in the same manner as Reference Example 1. The reactants are C[Mg+].[Br-] (MeMgBr), CON(C(=O)[C@@H]1CC[C@H](CC1)C)C (trans-N-methoxy-N,4-dimethylcyclohexanecarboxamide), petroleum ether ethyl acetate. Run in C1CCOC1 (THF). Reaction conditions: time 2 hour. Yields the product C[C@@H]1CC[C@H](CC1)C(C)=O (1-(trans-4-methylcyclohexyl)ethanone). Reaction SMILES: [CH3:1][Mg+].[Br-].CON(C)[C:7]([C@H:9]1[CH2:14][CH2:13][C@H:12]([CH3:15])[CH2:11][CH2:10]1)=[O:8]>C1COCC1>[CH3:15][C@H:12]1[CH2:13][CH2:14][C@H:9]([C:7](=[O:8])[CH3:1])[CH2:10][CH2:11]1 |f:0.1|. Reported procedure: MeMgBr (352 mL, 1.1 mol, 3 mol/L) was added dropwise slowly to a stirred solution of trans-N-methoxy-N,4-dimethylcyclohexanecarboxamide (130 g, 0.7 mol) in THF (1.2 L) at 0° C. The mixture was stirred at room temperature for 2 hours. TLC showed no starting material (petroleum ether/ethyl acetate=5:1) left. The mixture was cooled to 0-5° C., and quenched by the addition of saturated NH4Cl (0.1 L) and H2O (2 L). The mixture was extracted with ethyl acetate twice. The combined organic layer was was...